Dataset: the Open Reaction Database (ORD), a public repository of structured organic reaction records. Task: describe an organic reaction: reactants, conditions, products, and yield Reactants: C(C)OC(=O)C1=C(C=2C=NC=CC2N1)NC1=C(C=C(C=C1)[Si](C)(C)C)F (3-(2-fluoro-4-trimethylsilanyl-phenylamino)-1H-pyrrolo[3,2-c]pyridine-2-carboxylic acid ethyl ester), ICl (iodine monochloride). Solvent: C(Cl)Cl (DCM). Reaction conditions: time 20 minute. The product is C(C)OC(=O)C1=C(C=2C=NC=CC2N1)NC1=C(C=C(C=C1)I)F (3-(2-Fluoro-4-iodo-phenylamino)-1H-pyrrolo[3,2-c]pyridine-2-carboxylic acid ethyl ester). The yield is 85.0%. Reaction SMILES: [CH2:1]([O:3][C:4]([C:6]1[NH:14][C:13]2[CH:12]=[CH:11][N:10]=[CH:9][C:8]=2[C:7]=1[NH:15][C:16]1[CH:21]=[CH:20][C:19]([Si](C)(C)C)=[CH:18][C:17]=1[F:26])=[O:5])[CH3:2].[I:27]Cl>C(Cl)Cl>[CH2:1]([O:3][C:4]([C:6]1[NH:14][C:13]2[CH:12]=[CH:11][N:10]=[CH:9][C:8]=2[C:7]=1[NH:15][C:16]1[CH:21]=[CH:20][C:19]([I:27])=[CH:18][C:17]=1[F:26])=[O:5])[CH3:2]. Procedure details: To a cooled (−10° C.) solution of 3-(2-fluoro-4-trimethylsilanyl-phenylamino)-1H-pyrrolo[3,2-c]pyridine-2-carboxylic acid ethyl ester (140 mg, 0.343 mmol) in DCM (5 mL) was added iodine monochloride (1M in DCM, 0.90 mL) dropwise over 10 minutes. On complete addition the mixture was allowed to stir at ambient temperature for 20 minutes then quenched by the addition of saturated sodium thiosulphate solution (3 mL). The solution was partitioned between DCM (50 mL) and water (10 mL). The organic lay... Reactants: C1COCCN1, C1COCCO1, O=C(Nc1nc(-c2ccco2)c(N2CCOCC2)s1)c1ccc(Cl)nc1. Yields the product O=C(Nc1nc(-c2ccco2)c(N2CCOCC2)s1)c1ccc(N2CCOCC2)nc1. Reaction SMILES: [CH2:27]1[CH2:28][O:29][CH2:30][CH2:31][NH:32]1.[CH2:33]1[O:34][CH2:35][CH2:36][O:37][CH2:38]1.[Cl:1][c:2]1[n:3][cH:4][c:5]([C:8](=[O:9])[NH:10][c:11]2[s:12][c:13]([N:21]3[CH2:22][CH2:23][O:24][CH2:25][CH2:26]3)[c:14](-[c:16]3[o:17][cH:18][cH:19][cH:20]3)[n:15]2)[cH:6][cH:7]1>>[c:2]1([N:32]2[CH2:27][CH2:28][O:29][CH2:30][CH2:31]2)[n:3][cH:4][c:5]([C:8](=[O:9])[NH:10][c:11]2[s:12][c:13]([N:21]3[CH2:22][CH2:23][O:24][CH2:25][CH2:26]3)[c:14](-[c:16]3[o:17][cH:18][cH:19][cH:20]3)[n:15]2)[cH:6][cH:7]1. The product is CC(C)(C)OC(=O)CNS(=O)(=O)c1ccc([N+](=O)[O-])cc1. The reactants are CC(C)(C)OC(=O)CN, Cl, O=[N+]([O-])c1ccc(S(=O)(=O)Cl)cc1, c1ccncc1. As a reaction SMILES: [C:15]([CH3:16])([CH3:17])([CH3:18])[O:19][C:20]([CH2:21][NH2:22])=[O:23].[ClH:14].[N+:1](=[O:2])([O-:3])[c:4]1[cH:5][cH:6][c:7]([S:10](=[O:11])(=[O:12])[Cl:13])[cH:8][cH:9]1.[cH:24]1[cH:25][cH:26][n:27][cH:28][cH:29]1>>[N+:1](=[O:2])([O-:3])[c:4]1[cH:5][cH:6][c:7]([S:10](=[O:11])(=[O:12])[NH:22][CH2:21][C:20]([O:19][C:15]([CH3:16])([CH3:17])[CH3:18])=[O:23])[cH:8][cH:9]1. Starting materials: C1(=CC=CC=C1)N1C(NC2=C(C1=O)C(=CC(=N2)C)C)=O (3-phenyl-5,7-dimethylpyrido[2,3-d]pyrimidine-2,4(1H,3H)-dione), BrCCCCBr (1,4-dibromobutane), C([O-])([O-])=O.[K+].[K+] (potassium carbonate), CN(C=O)C (N,N-dimethyl-formamide). The solvent is O (water). The product is C1(=CC=CC=C1)N1C(N(C2=C(C1=O)C(=CC(=N2)C)C)CCCCBr)=O (3-phenyl-5,7-dimethyl-1-(4-bromobutyl)pyrido[2,3-d]-pyrimidin-2,4(1H,3H)-dione). The yield is 64.9%. RXN SMILES: [C:1]1([N:7]2[C:12](=[O:13])[C:11]3[C:14]([CH3:19])=[CH:15][C:16]([CH3:18])=[N:17][C:10]=3[NH:9][C:8]2=[O:20])[CH:6]=[CH:5][CH:4]=[CH:3][CH:2]=1.[Br:21][CH2:22][CH2:23][CH2:24][CH2:25]Br.C(=O)([O-])[O-].[K+].[K+].CN(C)C=O>O>[C:1]1([N:7]2[C:12](=[O:13])[C:11]3[C:14]([CH3:19])=[CH:15][C:16]([CH3:18])=[N:17][C:10]=3[N:9]([CH2:25][CH2:24][CH2:23][CH2:22][Br:21])[C:8]2=[O:20])[CH:2]=[CH:3][CH:4]=[CH:5][CH:6]=1 |f:2.3.4|. Procedure details: A mixture comprising of 13.36 g 3-phenyl-5,7-dimethylpyrido[2,3-d]pyrimidine-2,4(1H,3H)-dione, 43.18 g of 1,4-dibromobutane, 10.37 g of anhydrous potassium carbonate and 150 ml of N,N-dimethyl-formamide was heated at 80° C. for 3 hours. After the completion of the reaction, the reaction mixture was poured into 600 ml of water. The resulting mixture was extracted with ethyl acetate and further with a small amount of dichloromethane. These extracts were combined, dried over anhydrous potassium car... RXN SMILES: [C:2]([CH3:3])([CH3:4])([CH3:5])[c:6]1[cH:7][c:8]([C:21](=[O:22])[O:23][CH2:24][CH3:25])[n:9][n:10]1-[c:11]1[cH:12][c:13]2[cH:14][cH:15][cH:16][n:17][c:18]2[cH:19][cH:20]1.[CH2:28]1[O:29][CH2:30][CH2:31][CH2:32]1.[ClH:1].[Li+:27].[OH-:26]>>[C:2]([CH3:3])([CH3:4])([CH3:5])[c:6]1[cH:7][c:8]([C:21](=[O:22])[OH:23])[n:9][n:10]1-[c:11]1[cH:12][c:13]2[cH:14][cH:15][cH:16][n:17][c:18]2[cH:19][cH:20]1. The reactants are CCOC(=O)c1cc(C(C)(C)C)n(-c2ccc3ncccc3c2)n1, C1CCOC1, Cl, [Li+], [OH-]. Product: CC(C)(C)c1cc(C(=O)O)nn1-c1ccc2ncccc2c1. Reactants: C1(=CC=CC=C1)C=CC=CCO (5-phenyl-2,4-pentadien-1-ol), [H-].[Na+] (sodium hydride), ice water, [N+](=O)([O-])C(C(=O)OC)=C1SCCCN1 (methyl nitro(tetrahydro-2H-1,3-thiazin-2-ylidene)-acetate). The solvent is CN(C=O)C (dimethylformamide), CN(C=O)C (DMF). Run at time 1 hour. The product is [N+](=O)([O-])C(C(=O)OCC=CC=CC1=CC=CC=C1)=C1SCCCN1 (5-phenyl-2,4-pentadienyl nitro(tetrahydro-2H-1,3-thiazin-2-ylidene)acetate). Reaction SMILES: [C:1]1([CH:7]=[CH:8][CH:9]=[CH:10][CH2:11][OH:12])[CH:6]=[CH:5][CH:4]=[CH:3][CH:2]=1.[H-].[Na+].[N+:15]([C:18](=[C:23]1[NH:28][CH2:27][CH2:26][CH2:25][S:24]1)[C:19](OC)=[O:20])([O-:17])=[O:16]>CN(C)C=O>[N+:15]([C:18](=[C:23]1[NH:28][CH2:27][CH2:26][CH2:25][S:24]1)[C:19]([O:12][CH2:11][CH:10]=[CH:9][CH:8]=[CH:7][C:1]1[CH:6]=[CH:5][CH:4]=[CH:3][CH:2]=1)=[O:20])([O-:17])=[O:16] |f:1.2|. Reported procedure: A solution of 8.0 g of 5-phenyl-2,4-pentadien-1-ol in 30 ml of dimethylformamide (DMF) was added dropwise over a 30-minute period to a mixture of 1.5 g of sodium hydride and 20 ml of DMF, at 5°. The mixture was stirred for 1 hour at 5°. Then 3.3 g of 1A was added to the stirred mixture at 5° and the resulting mixture was stirred for three hours. The mixture then was poured into ice water and extracted with ether, and the aqueous phase was separated, acidified with acetic acid and extracted with ... Reactants: FC(C(=O)N1C(O[C@@H]([C@H]1CF)C1=CC=C(C=C1)B1OC(C(O1)(C)C)(C)C)(C)C)F (2,2-difluoro-1-{(4S,5R)-4-fluoromethyl-2,2-dimethyl-5-[4-(4,4,5,5-tetramethyl-[1,3,2]dioxaborolan-2-yl)-phenyl]-oxazolidin-3-yl}-ethanone), C(C)(C)(C)OC(NCC=1N=NC(=CC1)Cl)=O ((6-Chloro-pyridazin-3-ylmethyl)-carbamic acid tert-butyl ester), C(=O)([O-])[O-].[Na+].[Na+] (Na2CO3). The reagents and catalysts are C=1C=CC(=CC1)[P](C=2C=CC=CC2)(C=3C=CC=CC3)[Pd]([P](C=4C=CC=CC4)(C=5C=CC=CC5)C=6C=CC=CC6)([P](C=7C=CC=CC7)(C=8C=CC=CC8)C=9C=CC=CC9)[P](C=1C=CC=CC1)(C=1C=CC=CC1)C=1C=CC=CC1 (Pd (PPh3)4). The solvent is C1(=CC=CC=C1)C.C(C)O.O (toluene ethanol water). Run at temperature 80 celsius. Product: C(C)(C)(C)OC(NCC=1N=NC(=CC1)C1=CC=C(C=C1)[C@@H]1[C@H](N(C(O1)(C)C)C(C(F)F)=O)CF)=O ((6-{4-[(4S,5R)-3-(2,2-Difluoro-acetyl)-4-fluoromethyl-2,2-dimethyl-oxazolidin-5-yl]-phenyl}-pyridazin-3-ylmethyl)-carbamic acid tert-butyl ester). Isolated yield 24.6%. Reaction SMILES: [F:1][CH:2]([F:29])[C:3]([N:5]1[C@H:9]([CH2:10][F:11])[C@@H:8]([C:12]2[CH:17]=[CH:16][C:15](B3OC(C)(C)C(C)(C)O3)=[CH:14][CH:13]=2)[O:7][C:6]1([CH3:28])[CH3:27])=[O:4].[C:30]([O:34][C:35](=[O:45])[NH:36][CH2:37][C:38]1[N:39]=[N:40][C:41](Cl)=[CH:42][CH:43]=1)([CH3:33])([CH3:32])[CH3:31].C([O-])([O-])=O.[Na+].[Na+]>C1(C)C=CC=CC=1.C(O)C.O.C1C=CC([P]([Pd]([P](C2C=CC=CC=2)(C2C=CC=CC=2)C2C=CC=CC=2)([P](C2C=CC=CC=2)(C2C=CC=CC=2)C2C=CC=CC=2)[P](C2C=CC=CC=2)(C2C=CC=CC=2)C2C=CC=CC=2)(C2C=CC=CC=2)C2C=CC=CC=2)=CC=1>[C:30]([O:34][C:35](=[O:45])[NH:36][CH2:37][C:38]1[N:39]=[N:40][C:41]([C:15]2[CH:16]=[CH:17][C:12]([C@H:8]3[O:7][C:6]([CH3:28])([CH3:27])[N:5]([C:3](=[O:4])[CH:2]([F:1])[F:29])[C@@H:9]3[CH2:10][F:11])=[CH:13][CH:14]=2)=[CH:42][CH:43]=1)([CH3:33])([CH3:31])[CH3:32] |f:2.3.4,5.6.7,^1:66,68,87,106|. Procedure details: To a stirred solution of 2,2-difluoro-1-{(4S,5R)-4-fluoromethyl-2,2-dimethyl-5-[4-(4,4,5,5-tetramethyl-[1,3,2]dioxaborolan-2-yl)-phenyl]-oxazolidin-3-yl}-ethanone (0.849 g, 2.058 mmol) and (6-Chloro-pyridazin-3-ylmethyl)-carbamic acid tert-butyl ester (0.5 g, 2.058 mmol) in toluene:ethanol:water (20:10:5 mL) is added Na2CO3 (0.436 g, 4.115 mmol) at room temperature. Resulting reaction mixture is degassed with nitrogen for 20 minutes followed by addition of Pd (PPh3)4 (0.237 g, 0.206 mmol). The r... Reactants: C(C)(C)(C)OC(=O)NC1=NC=C(C=N1)C1=NC(=C2N=CN(C2=N1)CCC(=O)O)N1CCOCC1 (3-(2-(2-(Tert-butoxycarbonylamino)pyrimidin-5-yl)-6-morpholino-9H-purin-9-yl)propanoic acid), N1CCOCC1 (morpholine). Product: NC1=NC=C(C=N1)C1=NC(=C2N=CN(C2=N1)CCC(=O)N1CCOCC1)N1CCOCC1 (3-(2-(2-aminopyrimidin-5-yl)-6-morpholino-9H-purin-9-yl) 1-morpholinopropan-1-one). As a reaction SMILES: C(OC([NH:8][C:9]1[N:14]=[CH:13][C:12]([C:15]2[N:23]=[C:22]3[C:18]([N:19]=[CH:20][N:21]3[CH2:24][CH2:25][C:26]([OH:28])=O)=[C:17]([N:29]3[CH2:34][CH2:33][O:32][CH2:31][CH2:30]3)[N:16]=2)=[CH:11][N:10]=1)=O)(C)(C)C.[NH:35]1[CH2:40][CH2:39][O:38][CH2:37][CH2:36]1>>[NH2:8][C:9]1[N:10]=[CH:11][C:12]([C:15]2[N:23]=[C:22]3[C:18]([N:19]=[CH:20][N:21]3[CH2:24][CH2:25][C:26]([N:35]3[CH2:40][CH2:39][O:38][CH2:37][CH2:36]3)=[O:28])=[C:17]([N:29]3[CH2:30][CH2:31][O:32][CH2:33][CH2:34]3)[N:16]=2)=[CH:13][N:14]=1. Procedure: 3-(2-(2-(Tert-butoxycarbonylamino)pyrimidin-5-yl)-6-morpholino-9H-purin-9-yl)propanoic acid (50 mg) was reacted with morpholine via General Procedure F followed by Boc deprotection via General Procedure E to give 24.9 mg 113 as white solid following reverse phase purification. MS (Q1) 440.2 (M)+ Reactants: Cl, O=N[O-], COC(=O)c1ccc(N)cc1, [Na+], O, Cl[Sn](Cl)(Cl)Cl. Product: COC(=O)c1ccc(NN)cc1. As a reaction SMILES: [ClH:21].[N:12]([O-:13])=[O:14].[NH2:1][c:2]1[cH:3][cH:4][c:5]([C:6](=[O:7])[O:8][CH3:9])[cH:10][cH:11]1.[Na+:15].[OH2:22].[Sn:16]([Cl:17])([Cl:18])([Cl:19])[Cl:20]>>[NH:1]([c:2]1[cH:3][cH:4][c:5]([C:6](=[O:7])[O:8][CH3:9])[cH:10][cH:11]1)[NH2:12]. The reactants are O=[N+]([O-])c1ccc(F)cc1, CN(C)C=O, O, O=C1NCc2cc(O)ccc21. The product is O=C1NCc2cc(Oc3ccc([N+](=O)[O-])cc3)ccc21. Reaction SMILES: [F:12][c:13]1[cH:14][cH:15][c:16]([N+:19](=[O:20])[O-:21])[cH:17][cH:18]1.[O:23]=[CH:24][N:25]([CH3:26])[CH3:27].[OH2:22].[OH:1][c:2]1[cH:3][c:4]2[c:8]([cH:9][cH:10]1)[C:7](=[O:11])[NH:6][CH2:5]2>>[O:1]([c:2]1[cH:3][c:4]2[c:8]([cH:9][cH:10]1)[C:7](=[O:11])[NH:6][CH2:5]2)[c:13]1[cH:14][cH:15][c:16]([N+:19](=[O:20])[O-:21])[cH:17][cH:18]1.